Dataset: the Open Reaction Database (ORD), a public repository of structured organic reaction records. Task: describe an organic reaction: reactants, conditions, products, and yield Reactants: CN1CCN(CCCOc2ccc(N)c([N+](=O)[O-])c2)CC1, CCO. The product is CN1CCN(CCCOc2ccc(N)c(N)c2)CC1. RXN SMILES: [CH3:1][N:2]1[CH2:3][CH2:4][N:5]([CH2:8][CH2:9][CH2:10][O:11][c:12]2[cH:13][c:14]([N+:19]([O-:20])=[O:21])[c:15]([NH2:16])[cH:17][cH:18]2)[CH2:6][CH2:7]1.[CH3:22][CH2:23][OH:24]>>[CH3:1][N:2]1[CH2:3][CH2:4][N:5]([CH2:8][CH2:9][CH2:10][O:11][c:12]2[cH:13][c:14]([NH2:19])[c:15]([NH2:16])[cH:17][cH:18]2)[CH2:6][CH2:7]1. The reactants are C[SiH](C1=CC=CC=C1)C (dimethylphenylsilane), C(C=C)Cl (allyl chloride), C(C=C)Cl (allyl chloride), C[SiH](C1=CC=CC=C1)C (dimethylphenylsilane). The reagents and catalysts are C(C)(=O)[O-].[Pd+2].C(C)(=O)[O-] (palladium acetate). Conditions: temperature 42.5 celsius. The product is C[Si](Cl)(C1=CC=CC=C1)C (dimethylphenylchlorosilane). Isolated yield 96.0%. Reaction SMILES: C([Cl:4])C=C.[CH3:5][SiH:6]([CH3:13])[C:7]1[CH:12]=[CH:11][CH:10]=[CH:9][CH:8]=1>C([O-])(=O)C.[Pd+2].C([O-])(=O)C>[CH3:5][Si:6]([CH3:13])([C:7]1[CH:12]=[CH:11][CH:10]=[CH:9][CH:8]=1)[Cl:4] |f:2.3.4|. Procedure: To a 500 ml glass flask equipped with a stirring machine, a thermometer, a reflux condenser and a dropping funnel, there were added 91.8 g (1.2 mole) of allyl chloride and 0.03 g of palladium acetate, the temperature of the mixture was raised up to 40 to 45° C., then 136.3 g (1.0 mole) of dimethylphenylsilane was dropwise added to the mixture over 3 hours through the dropping funnel to carry out the reaction of the allyl chloride and the dimethylphenylsilane and the reaction mixture was aged at ... Reactants: [Cl-].[NH4+] (Ammonium chloride), C(C)(C)(C)OC(=O)NN (t-Butyloxycarbonylhydrazine), BrC1=CC=C(C(=O)Cl)C=C1 (4-bromobenzoyl chloride), CCN(C(C)C)C(C)C (DIPEA), C(Cl)Cl (DCM). Run at time 18 hour. The product is CC(C(=O)NNC(C1=CC=C(C=C1)Br)=O)(C)C (4-bromo-benzoic acid N′-(2,2-dimethyl-propionyl)-hydrazide). Reaction SMILES: C(O[C:6]([NH:8][NH2:9])=[O:7])(C)(C)C.[Br:10][C:11]1[CH:19]=[CH:18][C:14]([C:15](Cl)=[O:16])=[CH:13][CH:12]=1.CCN([CH:26]([CH3:28])[CH3:27])C(C)C.[Cl-].[NH4+].[CH2:31](Cl)Cl>>[CH3:27][C:26]([CH3:28])([CH3:31])[C:6]([NH:8][NH:9][C:15](=[O:16])[C:14]1[CH:18]=[CH:19][C:11]([Br:10])=[CH:12][CH:13]=1)=[O:7] |f:3.4|. Procedure details: t-Butyloxycarbonylhydrazine (1.26 g) was added portionwise to a solution of 4-bromobenzoyl chloride (2.0 g), and DIPEA (2.37 ml) in DCM (20 ml) and the reaction stirred at room temperature for 18 hours. Ammonium chloride solution was added, the organic phase was separated, dried and the solvent evaporated under vacuum to give 4-bromo-benzoic acid N′-(2,2-dimethyl-propionyl)-hydrazide. Reactants: BrC1=CC=C(C=C1)SC1=CN=NN1 (5-((4-Bromophenyl)thio)-1H-1,2,3-triazole), [H-].[Na+] (NaH), C[Si](CCOCCl)(C)C (2-(trimethylsilyl) ethoxymethyl chloride). Solvent: C(Cl)Cl (DCM), CN(C)C=O (DMF). Run at time 20 minute. The product is BrC1=CC=C(C=C1)SC1=CN=NN1COCC[Si](C)(C)C (5-((4-Bromophenyl)thio)-1-((2-(trimethylsilyl)ethoxy)methyl)-1H-1,2,3-triazole). Reaction SMILES: [Br:1][C:2]1[CH:7]=[CH:6][C:5]([S:8][C:9]2[NH:13][N:12]=[N:11][CH:10]=2)=[CH:4][CH:3]=1.[H-].[Na+].[CH3:16][Si:17]([CH3:24])([CH3:23])[CH2:18][CH2:19][O:20][CH2:21]Cl>CN(C=O)C.C(Cl)Cl>[Br:1][C:2]1[CH:3]=[CH:4][C:5]([S:8][C:9]2[N:13]([CH2:21][O:20][CH2:19][CH2:18][Si:17]([CH3:24])([CH3:23])[CH3:16])[N:12]=[N:11][CH:10]=2)=[CH:6][CH:7]=1 |f:1.2|. Reported procedure: A mixture of compound 63a (360 mg, 1.40 mmol) and 60% NaH (135 mg, 3.40 mmol) in DMF (2 mL) was stirred for 20 min at rt. At that time, 2-(trimethylsilyl) ethoxymethyl chloride (0.558 mL, 3.10 mmol) was added and the resulting mixture was stirred at rt for 12 h. The reaction mixture was diluted with DCM (300 mL) and washed with saturated NH4Cl solution (200 mL), water (200 mL) and brine (200 mL). The organic layer was dried over Na2SO4, filtered, and concentrated under reduced pressure. The resi... Reactants: ClCC(=O)NC1=CC=C(C=C1)[N+](=O)[O-] (2-chloro-N-(4-nitro-phenyl)-acetamide), C(C1=CC=CC=C1)C1CCNCC1 (4-benzyl-piperidine). The solvent is C(C)OCC (diethylether). Yields the product C(C1=CC=CC=C1)C1CCN(CC1)CC(=O)NC1=CC=C(C=C1)[N+](=O)[O-] (2-(4-Benzyl-piperidin-1-yl)-N-(4-nitro-phenyl)-acetamide). As a reaction SMILES: Cl[CH2:2][C:3]([NH:5][C:6]1[CH:11]=[CH:10][C:9]([N+:12]([O-:14])=[O:13])=[CH:8][CH:7]=1)=[O:4].[CH2:15]([CH:22]1[CH2:27][CH2:26][NH:25][CH2:24][CH2:23]1)[C:16]1[CH:21]=[CH:20][CH:19]=[CH:18][CH:17]=1>C(OCC)C>[CH2:15]([CH:22]1[CH2:27][CH2:26][N:25]([CH2:2][C:3]([NH:5][C:6]2[CH:11]=[CH:10][C:9]([N+:12]([O-:14])=[O:13])=[CH:8][CH:7]=2)=[O:4])[CH2:24][CH2:23]1)[C:16]1[CH:21]=[CH:20][CH:19]=[CH:18][CH:17]=1. Procedure: The title compound is prepared from 2-chloro-N-(4-nitro-phenyl)-acetamide [J. Amer. Chem. Soc. 45, 1997. (1923)] and 4-benzyl-piperidine according to the method described in Example 142b. Melting Point: 126-128° C. (diethylether) The reactants are [BH4-], CO, Cc1ccccc1, CC(C)COC(=O)C(C)OC(C)OC1CCCCC1, [Na+], O. Product: CC(CO)OC(C)OC1CCCCC1. As a reaction SMILES: [BH4-:1].[CH3:22][OH:23].[CH3:25][c:26]1[cH:27][cH:28][cH:29][cH:30][cH:31]1.[CH:3]1([O:9][CH:10]([CH3:11])[O:12][CH:13]([C:14](=[O:15])[O:16][CH2:17][CH:18]([CH3:19])[CH3:20])[CH3:21])[CH2:4][CH2:5][CH2:6][CH2:7][CH2:8]1.[Na+:2].[OH2:24]>>[CH:3]1([O:9][CH:10]([CH3:11])[O:12][CH:13]([CH2:14][OH:15])[CH3:21])[CH2:4][CH2:5][CH2:6][CH2:7][CH2:8]1. Reactants: Br.C(CC)N(C1CC2=CC=C(C(=C2CC1)[N+](=O)[O-])O)CCC (2-dipropylamino-6-hydroxy-5-nitro-1,2,3,4-tetrahydronaphthalene hydrobromide). Reagents/catalysts: [Pd] (palladium-on-charcoal). The solvent is C(C)O (ethanol). Yields the product Br.C(CC)N(C1CC2=CC=C(C(=C2CC1)N)O)CCC (2-Dipropylamino-5-amino-6-hydroxy-1,2,3,4-tetrahydronaphthalene hydrobromide). RXN SMILES: [BrH:1].[CH2:2]([N:5]([CH2:20][CH2:21][CH3:22])[CH:6]1[CH2:15][CH2:14][C:13]2[C:8](=[CH:9][CH:10]=[C:11]([OH:19])[C:12]=2[N+:16]([O-])=O)[CH2:7]1)[CH2:3][CH3:4]>C(O)C.[Pd]>[BrH:1].[CH2:20]([N:5]([CH2:2][CH2:3][CH3:4])[CH:6]1[CH2:15][CH2:14][C:13]2[C:8](=[CH:9][CH:10]=[C:11]([OH:19])[C:12]=2[NH2:16])[CH2:7]1)[CH2:21][CH3:22] |f:0.1,4.5|. Procedure: 7 g of 2-dipropylamino-6-hydroxy-5-nitro-1,2,3,4-tetrahydronaphthalene hydrobromide are suspended in 250 ml of ethanol and hydrogenation is carried out at ambient temperature, in the presence of 1 g of 5% palladium-on-charcoal, under a pressure of about 0.3 MPa. The solvent is then evaporated off and the residue is triturated in diethyl ether. The product obtained melts at 215°-218° C. (with decomposition). The reactants are C=CCCCCCCCCCCC=C, Cl[SiH](Cl)Cl, [Hg]. Product: C=CCCCCCCCCCCCC[Si](Cl)(Cl)Cl. RXN SMILES: [CH2:5]=[CH:6][CH2:7][CH2:8][CH2:9][CH2:10][CH2:11][CH2:12][CH2:13][CH2:14][CH2:15][CH2:16][CH:17]=[CH2:18].[Cl:1][SiH:2]([Cl:3])[Cl:4].[Hg:19]>>[Cl:1][Si:2]([Cl:3])([Cl:4])[CH2:18][CH2:17][CH2:16][CH2:15][CH2:14][CH2:13][CH2:12][CH2:11][CH2:10][CH2:9][CH2:8][CH2:7][CH:6]=[CH2:5]. Reactants: C(C1=CC=CC=C1)C=1C=C(C(=O)N)C=CC1 (3-(benzyl)benzamide), [H-].COCCO[Al+]OCCOC.[Na+].[H-] (sodium bis(2-methoxyethoxy)aluminum hydride). The solvent is C1(=CC=CC=C1)C (toluene), C1(=CC=CC=C1)C (toluene). Run at temperature 60 celsius. Product: C(C1=CC=CC=C1)C=1C=C(CN)C=CC1 (3-(benzyl)benzyl amine). Reaction SMILES: [CH2:1]([C:8]1[CH:9]=[C:10]([CH:14]=[CH:15][CH:16]=1)[C:11]([NH2:13])=O)[C:2]1[CH:7]=[CH:6][CH:5]=[CH:4][CH:3]=1.[H-].COCCO[Al+]OCCOC.[Na+].[H-]>C1(C)C=CC=CC=1>[CH2:1]([C:8]1[CH:9]=[C:10]([CH:14]=[CH:15][CH:16]=1)[CH2:11][NH2:13])[C:2]1[CH:3]=[CH:4][CH:5]=[CH:6][CH:7]=1 |f:1.2.3.4|. Procedure: To a solution of 3-(benzyl)benzamide (0.0094 moles) from Step B in 70 of toluene was added 8 mL of Red-A17 (65+wt. % solution of sodium bis(2-methoxyethoxy)aluminum hydride in toluene, Aldrich) (CAUTION—reaction very exothermic). The reaction mixture was then heated at 60° C. for 2 hours and then poured over ice. The resulting mixture was extracted with ethyl acetate and the combined extracts were washed with water and brine. The organic layer was extracted with 1N HCl and the aqueous layer wash... The reactants are C=CCCOc1ccc(C(=O)Oc2ccc(C=CC(=O)OC)cc2OC)cc1, CCO[SiH](OCC)OCC, Cc1ccccc1, C=C[Si](C)(C=C)O[Si](C)(C)C, [Pt]. Product: CCO[Si](CCCCOc1ccc(C(=O)Oc2ccc(C=CC(=O)OC)cc2OC)cc1)(OCC)OCC. Reaction SMILES: [CH2:1]([CH2:2][CH:3]=[CH2:4])[O:5][c:6]1[cH:7][cH:8][c:9]([C:10](=[O:11])[O:12][c:13]2[c:14]([O:25][CH3:26])[cH:15][c:16]([CH:19]=[CH:20][C:21](=[O:22])[O:23][CH3:24])[cH:17][cH:18]2)[cH:27][cH:28]1.[CH2:29]([CH3:30])[O:31][SiH:32]([O:33][CH2:34][CH3:35])[O:36][CH2:37][CH3:38].[CH3:51][c:52]1[cH:53][cH:54][cH:55][cH:56][cH:57]1.[CH:39]([Si:40]([CH:41]=[CH2:42])([CH3:43])[O:44][Si:45]([CH3:46])([CH3:47])[CH3:48])=[CH2:49].[Pt:50]>>[CH2:1]([CH2:2][CH2:3][CH2:4][Si:32]([O:31][CH2:29][CH3:30])([O:33][CH2:34][CH3:35])[O:36][CH2:37][CH3:38])[O:5][c:6]1[cH:7][cH:8][c:9]([C:10](=[O:11])[O:12][c:13]2[c:14]([O:25][CH3:26])[cH:15][c:16]([CH:19]=[CH:20][C:21](=[O:22])[O:23][CH3:24])[cH:17][cH:18]2)[cH:27][cH:28]1.